Dataset: the Open Reaction Database (ORD), a public repository of structured organic reaction records. Task: describe an organic reaction: reactants, conditions, products, and yield Reactants: BrC=1C(=NC=CC1C1=CC=C(C=C1)Cl)NN (3-bromo-4-(4-chlorophenyl)-2-hydrazinylpyridine), C(=O)(N1C=NC=C1)N1C=NC=C1 (1,1′carbonyldiimidazole). Solvent: C1CCOC1 (THF). Run at temperature 0 celsius, time 10 hour. Product: BrC=1C=2N(C=CC1C1=CC=C(C=C1)Cl)C(NN2)=O (8-bromo-7-(4-chlorophenyl)-[1,2,4]triazolo[4,3-a]pyridin-3(2H)-one). The yield is 84.4%. Reaction SMILES: [Br:1][C:2]1[C:3]([NH:15][NH2:16])=[N:4][CH:5]=[CH:6][C:7]=1[C:8]1[CH:13]=[CH:12][C:11]([Cl:14])=[CH:10][CH:9]=1.[C:17](N1C=CN=C1)(N1C=CN=C1)=[O:18]>C1COCC1>[Br:1][C:2]1[C:3]2[N:4]([C:17](=[O:18])[NH:16][N:15]=2)[CH:5]=[CH:6][C:7]=1[C:8]1[CH:9]=[CH:10][C:11]([Cl:14])=[CH:12][CH:13]=1. Reported procedure: Crude 3-bromo-4-(4-chlorophenyl)-2-hydrazinylpyridine (7 g, 23 mmol) was dissolved in dry THF (100 mL), and the resulting solution was cooled to 0° C. To this was added 1,1′carbonyldiimidazole (18 g, 111 mmol). The reaction mixture was stirred at room temperature for 10 h. The solvent was evaporated under vacuum, and water (10 mL) was added, which caused solid desired product to precipitate. This was filtered, washed with water (2×25 mL), and dried to obtain the title compound as a yellow solid ...